Dataset: the Open Reaction Database (ORD), a public repository of structured organic reaction records. Task: describe an organic reaction: reactants, conditions, products, and yield Reactants: C(C1=CC=CC=C1)OC1=CC=C(N)C=C1 (4-benzyloxyaniline). Reagents/catalysts: [Fe].CC(=O)O (Fe CH3COOH), [Pd] (Pd/C). Product: C(C1=CC=CC=C1)OC1=CC=C(N)C=C1 (4-benzyloxyaniline), C1CO1 (ethylene oxide), 4-N,N-bis(2-hydroxyethyl)aminophenyl benzyl ether. Reaction SMILES: [CH2:1]([O:8][C:9]1[CH:15]=[CH:14][C:12]([NH2:13])=[CH:11][CH:10]=1)[C:2]1[CH:7]=[CH:6][CH:5]=[CH:4][CH:3]=1>[Fe].CC(O)=O.[Pd]>[CH2:1]([O:8][C:9]1[CH:10]=[CH:11][C:12]([NH2:13])=[CH:14][CH:15]=1)[C:2]1[CH:3]=[CH:4][CH:5]=[CH:6][CH:7]=1.[CH2:9]1[O:8][CH2:15]1 |f:1.2|. Procedure details: Phenol N-mustard is synthesized by to known procedures with modification. Scheme 4 shows the synthetic route for phenol mustard. Treatment of 4-nitrophenol (20) with benzyl chloride or 4-fluoro-1-nitrobenzene (22) with benzyl alcohol in the presence of base (such as NaOH, KOH, Na2CO3, K2CO3 or organic base) gives compound 21, which is converted into 4-benzyloxyaniline (23) by reduction (Fe/CH3COOH or Pd/C, H2). Treatment of 23 with ethylene oxide affords 4-N,N-bis(2-hydroxyethyl)aminophenyl benz... Reactants: OC=C1C(N(C2=CC(=C(C=C2C1=O)OC)OC)C(=O)OCC)C (3-hydroxymethylene-6,7-dimethoxy-2-methyl-4-oxo-1,2,3,4-tetrahydro-1-quinoline carboxylic acid, ethyl ester). Solvent: C1=CC=CC=C1 (benzene). Reaction conditions: time 8 hour. Yields the product C(C#C)NC=C1C(N(C2=CC(=C(C=C2C1=O)OC)OC)C(=O)OCC)C (3-Propargylaminomethylene-6,7-dimethoxy-2-methyl-4-oxo-1,2,3,4-tetrahydro-1-quinoline carboxylic acid, ethyl ester). Reaction SMILES: O[CH:2]=[C:3]1[C:12](=[O:13])[C:11]2[C:6](=[CH:7][C:8]([O:16][CH3:17])=[C:9]([O:14][CH3:15])[CH:10]=2)[N:5]([C:18]([O:20][CH2:21][CH3:22])=[O:19])[CH:4]1[CH3:23]>C1C=CC=CC=1>[CH2:4]([NH:5][CH:2]=[C:3]1[C:12](=[O:13])[C:11]2[C:6](=[CH:7][C:8]([O:16][CH3:17])=[C:9]([O:14][CH3:15])[CH:10]=2)[N:5]([C:18]([O:20][CH2:21][CH3:22])=[O:19])[CH:4]1[CH3:23])[C:3]#[CH:2]. Procedure details: To 1.6 g. of 3-hydroxymethylene-6,7-dimethoxy-2-methyl-4-oxo-1,2,3,4-tetrahydro-1-quinoline carboxylic acid, ethyl ester in 15 ml. of benzene is added 275 mg. of proparglyamine, and the resulting solution allowed to stir overnight at room temperature. The reaction mixture is concentrated in vacuo to about 2 g. and is then dissolved in 50 ml. of chloroform. The resulting solution is washed with 50 ml. of a 1N aqueous sodium hydroxide solution and subsequently dried over magnesium sulfate. Removal... Starting materials: CC1=C(C(=CC=C1)C)C=1C=C2C(=CN1)N(C=C2C(C(CC)CC)=O)C=2N=NC(=CC2)OC(C)C (1-[5-(2,6-dimethyl-phenyl)-1-(6-isopropoxy-pyridazin-3-yl)-1H-pyrrolo[2,3-c]pyridin-3-yl]-2-ethyl-butan-1-one), [BH4-].[Na+] (NaBH4). The solvent is C(C)O.O (EtOH—H2O). Reaction conditions: time 2 hour. Yields the product CC1=C(C(=CC=C1)C)C=1C=C2C(=CN1)N(C=C2C(C(CC)CC)O)C=2N=NC(=CC2)OC(C)C (1-[5-(2,6-dimethyl-phenyl)-1-(6-isopropoxy-pyridazin-3-yl)-1H-pyrrolo[2,3-c]pyridin-3-yl]-2-ethyl-butan-1-ol). Reaction SMILES: [CH3:1][C:2]1[CH:7]=[CH:6][CH:5]=[C:4]([CH3:8])[C:3]=1[C:9]1[CH:10]=[C:11]2[C:17]([C:18](=[O:24])[CH:19]([CH2:22][CH3:23])[CH2:20][CH3:21])=[CH:16][N:15]([C:25]3[N:26]=[N:27][C:28]([O:31][CH:32]([CH3:34])[CH3:33])=[CH:29][CH:30]=3)[C:12]2=[CH:13][N:14]=1.[BH4-].[Na+]>C(O)C.O>[CH3:1][C:2]1[CH:7]=[CH:6][CH:5]=[C:4]([CH3:8])[C:3]=1[C:9]1[CH:10]=[C:11]2[C:17]([CH:18]([OH:24])[CH:19]([CH2:20][CH3:21])[CH2:22][CH3:23])=[CH:16][N:15]([C:25]3[N:26]=[N:27][C:28]([O:31][CH:32]([CH3:34])[CH3:33])=[CH:29][CH:30]=3)[C:12]2=[CH:13][N:14]=1 |f:1.2,3.4|. Procedure: To a solution of 1-[5-(2,6-dimethyl-phenyl)-1-(6-isopropoxy-pyridazin-3-yl)-1H-pyrrolo[2,3-c]pyridin-3-yl]-2-ethyl-butan-1-one (70 mg, 0.15 mmol) in a (4:1) EtOH—H2O mixture (5 mL) cooled to −30° C., NaBH4 (50 mg, 1.3 mmol) is added, and the mixture is allowed to gradually warm up to room temperature at which the stirring is continued for 2 h. The mixture is concentrated tinder reduced pressure. The residue is diluted with a saturated aqueous solution of Rochelle's salt (10 mL), and the product ... Starting materials: ClC1=NC=NC(=C1CC=O)Cl ((4,6-dichloropyrimidin-5-yl)acetaldehyde), N[C@@H](CO)C ((R)-2-amino-1-propanol). The product is ClC=1C2=C(N=CN1)N(C=C2)[C@@H](CO)C ((2R)-2-(4-Chloro-7H-pyrrolo[2,3-d]pyrimidin-7-yl)propan-1-ol). As a reaction SMILES: Cl[C:2]1[C:7]([CH2:8][CH:9]=O)=[C:6]([Cl:11])[N:5]=[CH:4][N:3]=1.[NH2:12][C@H:13]([CH3:16])[CH2:14][OH:15]>>[Cl:11][C:6]1[C:7]2[CH:8]=[CH:9][N:12]([C@H:13]([CH3:16])[CH2:14][OH:15])[C:2]=2[N:3]=[CH:4][N:5]=1. Reported procedure: The title compound was prepared according to the method described for Preparation 1 using (4,6-dichloropyrimidin-5-yl)acetaldehyde and (R)-2-amino-1-propanol to afford the title compound as a yellow solid in 100% yield, 11.12 g. Reactants: C(C)(C)(C)OC(=O)N1CCC(CC1)NC=1C=NC(=CC1)N1CCOCC1 (4-(6-morpholin-4-yl-pyridin-3-ylamino)-piperidine-1-carboxylic acid tert-butyl ester), Cl (HCl). Run in O1CCOCC1 (dioxane), O1CCOCC1 (dioxane). The product is Cl.Cl.N1(CCOCC1)C1=CC=C(C=N1)NC1CCNCC1 ((6-Morpholin-4-yl-pyridin-3-yl)-piperidin-4-yl-amine dihydrochloride). As a reaction SMILES: C(OC([N:8]1[CH2:13][CH2:12][CH:11]([NH:14][C:15]2[CH:16]=[N:17][C:18]([N:21]3[CH2:26][CH2:25][O:24][CH2:23][CH2:22]3)=[CH:19][CH:20]=2)[CH2:10][CH2:9]1)=O)(C)(C)C.[ClH:27]>O1CCOCC1>[ClH:27].[ClH:27].[N:21]1([C:18]2[N:17]=[CH:16][C:15]([NH:14][CH:11]3[CH2:12][CH2:13][NH:8][CH2:9][CH2:10]3)=[CH:20][CH:19]=2)[CH2:22][CH2:23][O:24][CH2:25][CH2:26]1 |f:3.4.5|. Procedure details: A solution of 4-(6-morpholin-4-yl-pyridin-3-ylamino)-piperidine-1-carboxylic acid tert-butyl ester (1.31 g, 3.61 mmol) in dioxane (20 mL) and 4 M HCl in dioxane (20 mL) was stirred at rt for 2 h. The solvent was removed under reduced pressure and the crude product used in the consecutive step without further purification assuming quantitative deprotection and formation of the dihydrochloride salt. MS (ISP): 263.4 [M+H]+. The reactants are OC(CNS(=O)(=O)C1=CC=C(C=C1)OC)\C=C\C ((+)-(E)-N-(2-hydroxy-pent-3-enyl)-4-methoxybenzenesulfonamide), C[Si](C)(C)[N-][Si](C)(C)C.[Na+] (sodium bis(trimethylsilyl)amide), C(C)(C)(C)OC(CBr)=O (t-butylbromoacetate). The solvent is O1CCCC1.CN(C=O)C (tetrahydrofuran dimethylformamide). Run at time 10 minute. Yields the product C(C)(C)(C)OC(CN(S(=O)(=O)C1=CC=C(C=C1)OC)CC(C=CC)O)=O ([(2-hydroxy-pent-3-enyl)-(4-methoxybenzenesulfonyl)-amino]-acetic acid t-butyl ester). RXN SMILES: [OH:1][CH:2](/[CH:16]=[CH:17]/[CH3:18])[CH2:3][NH:4][S:5]([C:8]1[CH:13]=[CH:12][C:11]([O:14][CH3:15])=[CH:10][CH:9]=1)(=[O:7])=[O:6].C[Si]([N-][Si](C)(C)C)(C)C.[Na+].[C:29]([O:33][C:34](=[O:37])[CH2:35]Br)([CH3:32])([CH3:31])[CH3:30]>O1CCCC1.CN(C)C=O>[C:29]([O:33][C:34](=[O:37])[CH2:35][N:4]([CH2:3][CH:2]([OH:1])[CH:16]=[CH:17][CH3:18])[S:5]([C:8]1[CH:13]=[CH:12][C:11]([O:14][CH3:15])=[CH:10][CH:9]=1)(=[O:7])=[O:6])([CH3:32])([CH3:31])[CH3:30] |f:1.2,4.5|. Procedure details: To a solution of (+)-(E)-N-(2-hydroxy-pent-3-enyl)-4-methoxybenzenesulfonamide (1.2 grams, 4.42 mmol) in tetrahydrofuran-dimethylformamide (10 mL, ca. 3:1) at 0° C. is added sodium bis(trimethylsilyl)amide (4.9 mL, 1.0M solution in tetrahydrofuran). After 10 minutes, t-butylbromoacetate (786 mL, 4.83 mmol) is added. The mixture is warmed to room temperature, stirred for 1 hour and quenched with saturated ammonium chloride solution. The mixture is extracted with ethyl acetate and the combined ext... The reactants are S(=O)(=O)(Cl)Cl (Sulfuryl chloride), ClC1=C(C(=CC(=C1)C(F)(F)F)Cl)OC1=NNC(=C1)C (3-(2,6-dichloro-4-trifluoromethylphenyloxy)-5-methylpyrazole), ice water. Run in C(C)(=O)O (acetic acid). Run at time 4 hour. Product: ClC=1C(=NNC1C)OC1=C(C=C(C=C1Cl)C(F)(F)F)Cl (4-chloro-3-(2,6-dichloro-4-trifluoromethylphenyloxy)-5-methylpyrazole). Yield: 55.0%. As a reaction SMILES: S(Cl)([Cl:4])(=O)=O.[Cl:6][C:7]1[CH:12]=[C:11]([C:13]([F:16])([F:15])[F:14])[CH:10]=[C:9]([Cl:17])[C:8]=1[O:18][C:19]1[CH:23]=[C:22]([CH3:24])[NH:21][N:20]=1>C(O)(=O)C>[Cl:4][C:23]1[C:19]([O:18][C:8]2[C:7]([Cl:6])=[CH:12][C:11]([C:13]([F:16])([F:14])[F:15])=[CH:10][C:9]=2[Cl:17])=[N:20][NH:21][C:22]=1[CH3:24]. Procedure: Sulfuryl chloride (0.48 g, 3.6 mmol) was added to a solution of 3-(2,6-dichloro-4-trifluoromethylphenyloxy)-5-methylpyrazole (0.93 g, 3.0 mmol) in acetic acid (10 ml), and the mixture was stirred at room temperature for 4 hours. After completion of the reaction, the reaction mixture was poured into ice water and extracted with ethyl acetate (10 ml×3). An organic layer was washed with water, dried over anhydrous magnesium sulfate and filtered to remove a desiccant, and the solvent was distilled o... Reaction SMILES: [CH2:1]([CH3:2])[O:3][c:4]1[cH:5][c:6](-[c:14]2[n:15][c:16]3[n:17]([c:18]([C:20]([F:21])([F:22])[F:23])[cH:19]2)[n:24][cH:25][c:26]3[C:27](=[O:28])[OH:29])[cH:7][cH:8][c:9]1[C:10]([F:11])([F:12])[F:13].[OH:30][CH2:31][C:32]([CH3:33])([CH3:34])[NH:35][S:36](=[O:37])(=[O:38])[c:39]1[c:40]([CH3:45])[n:41][c:42]([NH2:44])[s:43]1>>[CH2:1]([CH3:2])[O:3][c:4]1[cH:5][c:6](-[c:14]2[n:15][c:16]3[n:17]([c:18]([C:20]([F:21])([F:22])[F:23])[cH:19]2)[n:24][cH:25][c:26]3[C:27](=[O:28])[NH:44][c:42]2[n:41][c:40]([CH3:45])[c:39]([S:36]([NH:35][C:32]([CH2:31][OH:30])([CH3:33])[CH3:34])(=[O:37])=[O:38])[s:43]2)[cH:7][cH:8][c:9]1[C:10]([F:11])([F:12])[F:13]. Reactants: CCOc1cc(-c2cc(C(F)(F)F)n3ncc(C(=O)O)c3n2)ccc1C(F)(F)F, Cc1nc(N)sc1S(=O)(=O)NC(C)(C)CO. Product: CCOc1cc(-c2cc(C(F)(F)F)n3ncc(C(=O)Nc4nc(C)c(S(=O)(=O)NC(C)(C)CO)s4)c3n2)ccc1C(F)(F)F.